This data is from the Open Reaction Database (ORD), a public repository of structured organic reaction records. The task is: describe an organic reaction: reactants, conditions, products, and yield Starting materials: ClC1=NN=C(OC)C=C1, [Zn].O=S(O)C(C)C. The reagents and catalysts are OOC(C)(C)C. The solvent is O, O=S(C)C. Reaction conditions: temperature 50 celsius, time 18 hour. Yields the product ClC1=NN=C(OC)C=C1C(C)C, ClC1=NN=C(OC)C(=C1)C(C)C. Yield: 4.0%. Reactants: CCOC(C)=O, CCOC(=O)Cl, NC1(C(=O)O)Cc2ccccc2C1. Yields the product CCOC(=O)NC1(C(=O)O)Cc2ccccc2C1. RXN SMILES: [CH3:20][CH2:21][O:22][C:23](=[O:24])[CH3:25].[Cl:14][C:15](=[O:16])[O:17][CH2:18][CH3:19].[NH2:1][C:2]1([C:11](=[O:12])[OH:13])[CH2:3][c:4]2[cH:5][cH:6][cH:7][cH:8][c:9]2[CH2:10]1>>[NH:1]([C:2]1([C:11](=[O:12])[OH:13])[CH2:3][c:4]2[cH:5][cH:6][cH:7][cH:8][c:9]2[CH2:10]1)[C:15](=[O:16])[O:17][CH2:18][CH3:19]. The reactants are CC(C)(C)OC(=O)N1CCC(CNC(=S)Nc2ccccc2CC(N)=O)CC1, C(=NC1CCCCC1)=NC1CCCCC1, C1CCOC1. The product is CC(C)(C)OC(=O)N1CCC(CNC2=NC(=O)Cc3ccccc3N2)CC1. As a reaction SMILES: [C:1]([CH3:2])([CH3:3])([CH3:4])[O:5][C:6](=[O:7])[N:8]1[CH2:9][CH2:10][CH:11]([CH2:14][NH:15][C:16](=[S:17])[NH:18][c:19]2[c:20]([CH2:25][C:26]([NH2:27])=[O:28])[cH:21][cH:22][cH:23][cH:24]2)[CH2:12][CH2:13]1.[CH:29]1([N:30]=[C:31]=[N:32][CH:33]2[CH2:34][CH2:35][CH2:36][CH2:37][CH2:38]2)[CH2:39][CH2:40][CH2:41][CH2:42][CH2:43]1.[O:44]1[CH2:45][CH2:46][CH2:47][CH2:48]1>>[C:1]([CH3:2])([CH3:3])([CH3:4])[O:5][C:6](=[O:7])[N:8]1[CH2:9][CH2:10][CH:11]([CH2:14][NH:15][C:16]2=[N:27][C:26](=[O:28])[CH2:25][c:20]3[c:19]([cH:24][cH:23][cH:22][cH:21]3)[NH:18]2)[CH2:12][CH2:13]1. As a reaction SMILES: [CH3:1][C:2]1[CH:3]=[CH:4][C:5]2[N:6]([C:8]([CH2:18][N:19]3[C:23]([C:24](OC)=[O:25])=[N:22][CH:21]=[N:20]3)=[C:9]([C:11]3[CH:16]=[CH:15][C:14]([CH3:17])=[CH:13][CH:12]=3)[N:10]=2)[CH:7]=1.[CH3:28][NH2:29]>CO>[CH3:28][NH:29][C:24]([C:23]1[N:19]([CH2:18][C:8]2[N:6]3[CH:7]=[C:2]([CH3:1])[CH:3]=[CH:4][C:5]3=[N:10][C:9]=2[C:11]2[CH:12]=[CH:13][C:14]([CH3:17])=[CH:15][CH:16]=2)[N:20]=[CH:21][N:22]=1)=[O:25]. Procedure: Methyl 1-((6-methyl-2-p-tolylimidazo[1,2-a]pyridin-3-yl)methyl)-1H-1,2,4-triazole-5-carboxylate was treated with excess methylamine in methanol in a sealed tube at 80° C. for several hours until the reaction was completed as judged by TLC or LC analysis. Solvent was evaporated and the crude product was purified by chromatography (SiO2 column, eluted with 50% acetone). m/e+ 361 for C20H21N6O [M+H]+; 1H-NMR (300 MHz, CDCl3) δ 8.13 (d, J=0.6 Hz, 1H), 7.87 (d, J=8.1 Hz, 2H), 7.65 (s, 1H), 7.57 (d, J... The reactants are CC=1C=CC=2N(C1)C(=C(N2)C2=CC=C(C=C2)C)CN2N=CN=C2C(=O)OC (Methyl 1-((6-methyl-2-p-tolylimidazo[1,2-a]pyridin-3-yl)methyl)-1H-1,2,4-triazole-5-carboxylate), CN (methylamine). Run in CO (methanol). Yields the product CNC(=O)C=1N(N=CN1)CC1=C(N=C2N1C=C(C=C2)C)C2=CC=C(C=C2)C (2-(6-Methyl-2-p-tolyl-imidazo[1,2-a]pyridin-3-ylmethyl)-2H-[1,2,4]triazole-3-carboxylic acid methylamide). The reactants are CO, Cl, [Na+], COC(=O)c1cnc2c(c1)CC1(C2)C(=O)Nc2ncccc21, [OH-]. Product: O=C(O)c1cnc2c(c1)CC1(C2)C(=O)Nc2ncccc21. Reaction SMILES: [CH3:26][OH:27].[ClH:25].[Na+:24].[O:1]=[C:2]1[NH:3][c:4]2[n:5][cH:6][cH:7][cH:8][c:9]2[C:10]12[CH2:11][c:12]1[c:13]([n:14][cH:15][c:16]([C:18](=[O:19])[O:20][CH3:21])[cH:17]1)[CH2:22]2.[OH-:23]>>[O:1]=[C:2]1[NH:3][c:4]2[n:5][cH:6][cH:7][cH:8][c:9]2[C:10]12[CH2:11][c:12]1[c:13]([n:14][cH:15][c:16]([C:18](=[O:19])[OH:20])[cH:17]1)[CH2:22]2. Reactants: C1(=CC=CC=C1)CCC(C)=O (1-phenyl-3-butanone), (S)-α-phenethylamine, cell-dispersion solution, CC1=C(C(=C(C=N1)COP(=O)(O)O)C=O)O (pyridoxal phosphate), P(=O)([O-])([O-])[O-].[K+].[K+].[K+] (potassium phosphate). The solvent is O (water). Product: C1(=CC=CC=C1)CCC(C)N (1-phenyl-3-butylamine). RXN SMILES: [C:1]1([CH2:7][CH2:8][C:9](=O)[CH3:10])[CH:6]=[CH:5][CH:4]=[CH:3][CH:2]=1.CC1[N:18]=CC(COP(O)(O)=O)=C(C=O)C=1O.P([O-])([O-])([O-])=O.[K+].[K+].[K+]>O>[C:1]1([CH2:7][CH2:8][CH:9]([NH2:18])[CH3:10])[CH:6]=[CH:5][CH:4]=[CH:3][CH:2]=1 |f:2.3.4.5|. Procedure: In the same manner as in Example 12, a cell-dispersion solution was prepared. Into a flask in which substrates, that is, 504.6 mg of 1-phenyl-3-butanone and 618.8 mg of (S)-α-phenethylamine were added in advance, 3 ml of the cell-dispersion solution, 3.7 mg of pyridoxal phosphate, and 3 mL of a 1M potassium phosphate buffer (pH 6.8) were introduced. The whole volume was adjusted to 30 mL by adding deionized water therein. This was reacted at 30° C. for 16 hours with stirring. After the reaction ... Reactants: C(#N)C=1C2=CC=CC=C2N=C2C=CC=CC12 (9-cyano acridine), O (water), N(=O)[O-].[Na+] (sodium nitrite). Run in [OH-].[Na+] (sodium hydroxide), S(O)(O)(=O)=O (sulphuric acid). Reaction conditions: temperature 100 celsius. Yields the product C(=O)(O)C=1C2=CC=CC=C2N=C2C=CC=CC12 (9-carboxy-acridine). Reaction SMILES: [C:1]([C:3]1[C:4]2[C:9]([N:10]=[C:11]3[C:16]=1[CH:15]=[CH:14][CH:13]=[CH:12]3)=[CH:8][CH:7]=[CH:6][CH:5]=2)#N.N([O-])=[O:18].[Na+].[OH2:21]>S(=O)(=O)(O)O.[OH-].[Na+]>[C:1]([C:3]1[C:4]2[C:9]([N:10]=[C:11]3[C:16]=1[CH:15]=[CH:14][CH:13]=[CH:12]3)=[CH:8][CH:7]=[CH:6][CH:5]=2)([OH:18])=[O:21] |f:1.2,5.6|. Procedure: Part of the product of the above procedure, that is, 9-cyano acridine (4 g) is dissolved in sulphuric acid containing 10% by weight of distilled water (total volume equals 40 cm3). The mixture thus obtained is heated at a temperature of 100° C. for 2 hours after which time sodium nitrite (10.7 g) is added slowly with continuous stirring. The resulting mixture is heated at 100° C. for 2 hours then poured into cold, distilled water (650 cm3) The solid material which precipitates at this stage is i... The reactants are ClCCCC(=O)C1=CC=C(C=C1)CC(=O)O ([4-(4-Chloro-butyryl)-phenyl]-acetic acid), N1(CCCC1)C(=O)N (pyrrolidineamide). The product is CN(C(CC1=CC=C(C=C1)C(CCCCl)=O)=O)C ([4-(4-Chloro-butyryl)-phenyl]-acetic acid, dimethylamide). RXN SMILES: [Cl:1][CH2:2][CH2:3][CH2:4][C:5]([C:7]1[CH:12]=[CH:11][C:10]([CH2:13][C:14]([OH:16])=O)=[CH:9][CH:8]=1)=[O:6].[N:17]1(C(N)=O)[CH2:21]CC[CH2:18]1>>[CH3:18][N:17]([CH3:21])[C:14](=[O:16])[CH2:13][C:10]1[CH:11]=[CH:12][C:7]([C:5](=[O:6])[CH2:4][CH2:3][CH2:2][Cl:1])=[CH:8][CH:9]=1. Reported procedure: [4-(4-Chloro-butyryl)-phenyl]-acetic acid, pyrrolidineamide; Starting materials: C(C)(=O)Cl (acetyl chloride), FC(=CC1(CC1)C1=CC=C(C=C1)F)CO (1-(2-Fluoro-3-hydroxyprop-1-enyl)-1-(4-fluorophenyl)cyclopropane), C1=CC=CC=C1 (benzene). Run in N1=CC=CC=C1 (pyridine). Yields the product C(C)(=O)OCC(=CC1(CC1)C1=CC=C(C=C1)F)F (1-(3-Acetoxy-2-fluoroprop-1-enyl )-1-(4-fluorophenyl)cyclopropane). Yield: 96.0%. Reaction SMILES: [C:1](Cl)(=[O:3])[CH3:2].[F:5][C:6]([CH2:18][OH:19])=[CH:7][C:8]1([C:11]2[CH:16]=[CH:15][C:14]([F:17])=[CH:13][CH:12]=2)[CH2:10][CH2:9]1.C1C=CC=CC=1>N1C=CC=CC=1>[C:1]([O:19][CH2:18][C:6]([F:5])=[CH:7][C:8]1([C:11]2[CH:12]=[CH:13][C:14]([F:17])=[CH:15][CH:16]=2)[CH2:10][CH2:9]1)(=[O:3])[CH3:2]. Reported procedure: The method of Example 17 was repeated using acetyl chloride (0.46 ml), 1-(2-fluoro-3-hydroxyprop-1-enyl)-1-(4-fluorophenyl)cyclopropane (Example 12) (0.2 g), benzene (12 ml) and pyridine to yield the title compound (0.23 g, 96%).